Dataset: the Open Reaction Database (ORD), a public repository of structured organic reaction records. Task: describe an organic reaction: reactants, conditions, products, and yield Reactants: CC(C)=O, [H][H], O=[N+]([O-])c1ccc(O)cc1, O=[Pt]. Yields the product CC(C)Nc1ccc(O)cc1. RXN SMILES: [CH3:11][C:12]([CH3:13])=[O:14].[H:15][H:16].[N+:1]([O-:2])(=[O:3])[c:4]1[cH:5][cH:6][c:7]([OH:10])[cH:8][cH:9]1.[Pt:17]=[O:18]>>[NH:1]([c:4]1[cH:5][cH:6][c:7]([OH:10])[cH:8][cH:9]1)[CH:12]([CH3:11])[CH3:13]. The reactants are C(#N)C(=C(C#N)C#N)C#N (Tetracyanoethylene), Br (hydrogen bromide). The solvent is CC(=O)C (acetone), C(C)(=O)OCC (ethyl acetate), C(C)(=O)O (acetic acid). Reaction conditions: time 1 hour. Product: NC=1NC(=C(C1C#N)C#N)Br (2-amino-5-bromo-1H-pyrrole-3,4-dicarbonitrile). Isolated yield 66.8%. As a reaction SMILES: [C:1]([C:3]([C:9]#[N:10])=[C:4]([C:7]#[N:8])[C:5]#[N:6])#[N:2].[BrH:11]>CC(C)=O.C(OCC)(=O)C.C(O)(=O)C>[NH2:2][C:1]1[NH:6][C:5]([Br:11])=[C:4]([C:7]#[N:8])[C:3]=1[C:9]#[N:10]. Reported procedure: Tetracyanoethylene (10.02 g, 78.23 mmol) was dissolved in the mixed solvent of acetone (60 mL) and ethyl acetate (120 mL), to which hydrogen bromide (33 wt %, 60 mL) dissolved in acetic acid was added at 0˜5° C. The yellow solid compound observed after one hour-stirring was isolated by filtering. After washing the compound with cold distilled water (100 mL), the mixture was dried in the air to give the target compound (11.02 g, 52.22 mmol, 66.8%).